This data is from the Open Reaction Database (ORD), a public repository of structured organic reaction records. The task is: describe an organic reaction: reactants, conditions, products, and yield The reactants are Cl.FC=1C=C(C=CC1F)S(=O)(=O)NC1=CC=C(C2=CC=CC=C12)N1CCN(CCC1)C (3,4-di-Fluoro-N-[4-(4-methyl-1,4-diazepan-1-yl)-1-naphthyl]benzenesulfonamide, hydrochloride), Cl.FC=1C=C(C=CC1F)S(=O)(=O)NC1=CC=C(C2=CC=CC=C12)N1CCN(CCC1)C (3,4-di-Fluoro-N-[4-(4-methyl-1,4-diazepan-1-yl)-1-naphthyl]benzenesulfonamide, hydrochloride), N1=CC=CC=C1 (pyridine), FC=1C=C(C=CC1)S(=O)(=O)Cl (3-fluorobenzenesulfonyl chloride). Solvent: C(Cl)Cl (CH2Cl2), C(Cl)Cl (CH2Cl2). Reaction conditions: time 16 hour. Yields the product Cl.FC=1C=C(C=CC1)S(=O)(=O)NC1=CC=C(C2=CC=CC=C12)N1CCN(CCC1)C (3-Fluoro-N-[4-(4-methyl-1,4-diazepan-1-yl)-1-naphthyl]benzenesulfonamide, hydrochloride). The yield is 78.9%. As a reaction SMILES: Cl.[F:2][C:3]1[CH:4]=[C:5]([S:10]([NH:13][C:14]2[C:23]3[C:18](=[CH:19][CH:20]=[CH:21][CH:22]=3)[C:17]([N:24]3[CH2:30][CH2:29][CH2:28][N:27]([CH3:31])[CH2:26][CH2:25]3)=[CH:16][CH:15]=2)(=[O:12])=[O:11])[CH:6]=[CH:7][C:8]=1F.N1C=CC=CC=1.FC1C=C(S([Cl:48])(=O)=O)C=CC=1>C(Cl)Cl>[ClH:48].[F:2][C:3]1[CH:4]=[C:5]([S:10]([NH:13][C:14]2[C:23]3[C:18](=[CH:19][CH:20]=[CH:21][CH:22]=3)[C:17]([N:24]3[CH2:30][CH2:29][CH2:28][N:27]([CH3:31])[CH2:26][CH2:25]3)=[CH:16][CH:15]=2)(=[O:11])=[O:12])[CH:6]=[CH:7][CH:8]=1 |f:0.1,5.6|. Reported procedure: To a solution of (intermediate 3 after reduction according to Method A) 4-(4-methyl-1,4-diazepan-1-yl)-1-naphthylamine (0.173 g, 0.676 mmol) and pyridine (450 μL, 4.73 mmol) in CH2Cl2 (3.0 mL) was added 3-fluorobenzenesulfonyl chloride (0.145 g, 0.743 mmol) in CH2Cl2 (1.0 mL). The solution was stirred at room temperature for 16 hours and the volatiles were evaporated. The crude product was purified by column chromatography (SiO2, CHCl3/MeOH/NH3 9:1:0.4%) to give 240 mg of the product as solid th... The reactants are ClC1=CC=C(C=C1)C=1C=C2C(=NC1)NC=C2C(=O)C=2C(=C(C=CC2F)NS(=O)(=O)CCC)F (N-(3-(5-(4-chlorophenyl)-1H-pyrrolo[2,3-b]pyridine-3-carbonyl)-2,4-difluorophenyl)propane-1-sulfonamide), [OH-].[K+] (KOH), C(CC)(=O)OCCl (chloromethyl propionate). The solvent is CN(C)C=O (DMF), CN(C)C=O (DMF). Product: C(CC)(=O)OCN1C=C(C=2C1=NC=C(C2)C2=CC=C(C=C2)Cl)C(C2=C(C(=CC=C2F)NS(=O)(=O)CCC)F)=O ((5-(4-chlorophenyl)-3-(2,6-difluoro-3-(propylsulfonamido)benzoyl)-1H-pyrrolo[2,3-b]pyridin-1-yl)methyl propionate). Yield: 41.3%. As a reaction SMILES: [Cl:1][C:2]1[CH:7]=[CH:6][C:5]([C:8]2[CH:9]=[C:10]3[C:16]([C:17]([C:19]4[C:20]([F:33])=[C:21]([NH:26][S:27]([CH2:30][CH2:31][CH3:32])(=[O:29])=[O:28])[CH:22]=[CH:23][C:24]=4[F:25])=[O:18])=[CH:15][NH:14][C:11]3=[N:12][CH:13]=2)=[CH:4][CH:3]=1.[OH-].[K+].[C:36]([O:40][CH2:41]Cl)(=[O:39])[CH2:37][CH3:38]>CN(C=O)C>[C:36]([O:40][CH2:41][N:14]1[C:11]2=[N:12][CH:13]=[C:8]([C:5]3[CH:6]=[CH:7][C:2]([Cl:1])=[CH:3][CH:4]=3)[CH:9]=[C:10]2[C:16]([C:17](=[O:18])[C:19]2[C:24]([F:25])=[CH:23][CH:22]=[C:21]([NH:26][S:27]([CH2:30][CH2:31][CH3:32])(=[O:28])=[O:29])[C:20]=2[F:33])=[CH:15]1)(=[O:39])[CH2:37][CH3:38] |f:1.2|. Procedure details: The title compound was prepared according to the procedure as described in Example 14 Step 2 using N-(3-(5-(4-chlorophenyl)-1H-pyrrolo[2,3-b]pyridine-3-carbonyl)-2,4-difluorophenyl)propane-1-sulfonamide (0.3 g, 0.61 mmol) in anhydrous DMF (2.5 mL), KOH (69 mg, 1.23 mmol) and a solution of chloromethyl propionate (75 mg, 0.61 mmol) in anhydrous DMF (0.5 mL). The crude product was purified by a silica gel column chromatography (PE/EtOAc (v/v)=4/1), and recrystallized in methanol to afford the titl... Reactants: CN(C)C1(c2ccccc2)CCC(N)CC1, C1COCCO1, O=C(NCCCc1ccccc1)Oc1ccccc1. Product: CN(C)C1(c2ccccc2)CCC(NC(=O)NCCCc2ccccc2)CC1. Reaction SMILES: [CH3:1][N:2]([C:3]1([c:10]2[cH:11][cH:12][cH:13][cH:14][cH:15]2)[CH2:4][CH2:5][CH:6]([NH2:9])[CH2:7][CH2:8]1)[CH3:16].[O:36]1[CH2:37][CH2:38][O:39][CH2:40][CH2:41]1.[c:17]1([O:23][C:24](=[O:18])[NH:25][CH2:26][CH2:27][CH2:28][c:29]2[cH:30][cH:31][cH:32][cH:33][cH:34]2)[cH:19][cH:20][cH:21][cH:22][cH:35]1>>[CH3:1][N:2]([C:3]1([c:10]2[cH:11][cH:12][cH:13][cH:14][cH:15]2)[CH2:4][CH2:5][CH:6]([NH:9][C:24](=[O:23])[NH:25][CH2:26][CH2:27][CH2:28][c:29]2[cH:30][cH:31][cH:32][cH:33][cH:34]2)[CH2:7][CH2:8]1)[CH3:16].